This data is from the Open Reaction Database (ORD), a public repository of structured organic reaction records. The task is: describe an organic reaction: reactants, conditions, products, and yield The reactants are C(C1=CC=CC=C1)N(C)CCC1=CNC2=CC=C(C=C12)Cl (N-benzyl-N-methyl-2-(5-chloro-3-1H-indolyl)ethylamine), FC1=CC=C(C=C1)I (4-fluoro-iodobenzene), C(=O)([O-])[O-].[K+].[K+] (K2CO3), CN1C(CCC1)=O (1-methyl-2-pyrrolidinone). Run in O (water). Reaction conditions: temperature 165 celsius. Product: C(C1=CC=CC=C1)N(C)CCC1=CN(C2=CC=C(C=C12)Cl)C1=CC=C(C=C1)F (N-benzyl-N-methyl-2-[5-chloro-1-(4-fluorophenyl)-3-1H-indolyl]ethylamine). Reaction SMILES: [CH2:1]([N:8]([CH2:10][CH2:11][C:12]1[C:20]2[C:15](=[CH:16][CH:17]=[C:18]([Cl:21])[CH:19]=2)[NH:14][CH:13]=1)[CH3:9])[C:2]1[CH:7]=[CH:6][CH:5]=[CH:4][CH:3]=1.[F:22][C:23]1[CH:28]=[CH:27][C:26](I)=[CH:25][CH:24]=1.C([O-])([O-])=O.[K+].[K+].CN1CCCC1=O>O>[CH2:1]([N:8]([CH2:10][CH2:11][C:12]1[C:20]2[C:15](=[CH:16][CH:17]=[C:18]([Cl:21])[CH:19]=2)[N:14]([C:26]2[CH:27]=[CH:28][C:23]([F:22])=[CH:24][CH:25]=2)[CH:13]=1)[CH3:9])[C:2]1[CH:3]=[CH:4][CH:5]=[CH:6][CH:7]=1 |f:2.3.4|. Procedure: A mixture of N-benzyl-N-methyl-2-(5-chloro-3-1H-indolyl)ethylamine (16 g, 0.054 mol), 4-fluoro-iodobenzene (14.3 g, 0.064 mol), K2CO3 (11.1 g, 0.080 mol) and 1-methyl-2-pyrrolidinone (200 mL) was heated at 165° C. for 8 h. After cooling to room temperature water (250 mL) was added and the thus formed mixture was extracted with diethyl ether (2×300 mL). The combined organic phases were washed with brine (3×500 mL) and dried (Na2SO4). Evaporation of the solvent afforded an oil that was purified by... Starting materials: [Li]C(C)(C)C, C1CCOC1, COC(=O)c1cc(CO)ccc1-c1cc(OC)ncc1F. Yields the product COc1cc(-c2ccc(CO)cc2C(=O)C(C)(C)C)c(F)cn1. RXN SMILES: [C:22]([CH3:23])([CH3:24])([CH3:25])[Li:26].[CH2:27]1[O:28][CH2:29][CH2:30][CH2:31]1.[F:1][c:2]1[c:3](-[c:10]2[c:11]([C:12]([O:14][CH3:13])=[O:15])[cH:16][c:17]([CH2:20][OH:21])[cH:18][cH:19]2)[cH:4][c:5]([O:8][CH3:9])[n:6][cH:7]1>>[F:1][c:2]1[c:3](-[c:10]2[c:11]([C:12](=[O:14])[C:22]([CH3:23])([CH3:24])[CH3:25])[cH:16][c:17]([CH2:20][OH:21])[cH:18][cH:19]2)[cH:4][c:5]([O:8][CH3:9])[n:6][cH:7]1. Reactants: BrCC(=O)OC (Methyl bromoacetate), O (water), C(C)(C)N1N=C(C=CC1=O)C=1NC(OC1C1=CC=CC=C1)=O (2-isopropyl-6-(2-oxo-5-phenyl-2,3-dihydro-oxazol-4-yl)-3(2H)-pyridazinone), [H-].[Na+] (NaH). Run in CN(C)C=O (DMF), C(Cl)(Cl)Cl (CHCl3). Conditions: time 30 minute. The product is C(C)(C)N1N=C(C=CC1=O)C=1N(C(OC1C1=CC=CC=C1)=O)CC(=O)OC (methyl [4-(1-isopropyl-6-oxo-1,6-dihydro-3-pyridazinyl)-2-oxo-5-phenyl-oxazol-3(2H)-yl]-acetate). Reaction SMILES: [CH:1]([N:4]1[C:9](=[O:10])[CH:8]=[CH:7][C:6]([C:11]2[NH:12][C:13](=[O:22])[O:14][C:15]=2[C:16]2[CH:21]=[CH:20][CH:19]=[CH:18][CH:17]=2)=[N:5]1)([CH3:3])[CH3:2].[H-].[Na+].Br[CH2:26][C:27]([O:29][CH3:30])=[O:28].O>CN(C=O)C.C(Cl)(Cl)Cl>[CH:1]([N:4]1[C:9](=[O:10])[CH:8]=[CH:7][C:6]([C:11]2[N:12]([CH2:26][C:27]([O:29][CH3:30])=[O:28])[C:13](=[O:22])[O:14][C:15]=2[C:16]2[CH:17]=[CH:18][CH:19]=[CH:20][CH:21]=2)=[N:5]1)([CH3:3])[CH3:2] |f:1.2|. Procedure: Under nitrogen atmosphere, 2-isopropyl-6-(2-oxo-5-phenyl-2,3-dihydro-oxazol-4-yl)-3(2H)-pyridazinone (100 mg) was added to a suspension of NaH (60% dispersion in mineral oil) (14 mg) in DMF (0.3 ml) at 20-25° C. and the mixture was stirred at the same temperature for 30 minutes. Methyl bromoacetate (0.0035 ml) was added to the mixture and stirred at 70-75° C. for 7 hours. After an addition of water (5 ml), an aqueous solution was removed by decantation to give a residue. The residue was dissolve... The reactants are ClC1=C(C=C(C=C1)S(=O)(=O)Cl)C1=NNC2=NC(=NC=C21)OC2=C(C=C(C=C2)F)F (4-Chloro-3-[6-(2,4-difluoro-phenoxy)-1H-pyrazolo[3,4-d]pyrimidin-3-yl]-benzenesulfonyl chloride), N (NH3). The solvent is CO (MeOH). Run at time 20 minute. Product: ClC1=C(C=C(C=C1)S(=O)(=O)N)C1=NNC2=NC(=NC=C21)OC2=C(C=C(C=C2)F)F (4-chloro-3-[6-(2,4-difluoro-phenoxy)-1H-pyrazolo[3,4-d]pyrimidin-3-yl]-benzenesulfonamide). Reaction SMILES: [Cl:1][C:2]1[CH:7]=[CH:6][C:5]([S:8](Cl)(=[O:10])=[O:9])=[CH:4][C:3]=1[C:12]1[C:20]2[C:15](=[N:16][C:17]([O:21][C:22]3[CH:27]=[CH:26][C:25]([F:28])=[CH:24][C:23]=3[F:29])=[N:18][CH:19]=2)[NH:14][N:13]=1.[NH3:30]>CO>[Cl:1][C:2]1[CH:7]=[CH:6][C:5]([S:8]([NH2:30])(=[O:10])=[O:9])=[CH:4][C:3]=1[C:12]1[C:20]2[C:15](=[N:16][C:17]([O:21][C:22]3[CH:27]=[CH:26][C:25]([F:28])=[CH:24][C:23]=3[F:29])=[N:18][CH:19]=2)[NH:14][N:13]=1. Procedure: 4-Chloro-3-[6-(2,4-difluoro-phenoxy)-1H-pyrazolo[3,4-d]pyrimidin-3-yl]-benzenesulfonyl chloride (34 mg, 0.735 mmol) was added to a solution of 2M NH3 in MeOH (1 mL), and the reaction mixture was stirred for 20 minutes. The reaction mixture was concentrated under reduced pressure, and the residue was purified by preparative TLC (40% EtOAc in hexanes) to give 15 mg of 4-chloro-3-[6-(2,4-difluoro-phenoxy)-1H-pyrazolo[3,4-d]pyrimidin-3-yl]-benzenesulfonamide, MS (M+H)=418.